This data is from the Open Reaction Database (ORD), a public repository of structured organic reaction records. The task is: describe an organic reaction: reactants, conditions, products, and yield Starting materials: CC(C=O)=CCC (2-methyl-2-pentenal), [Mg] (magnesium), Cl (hydrochloric acid), C(CC(C)C)Br (isoamyl bromide), CCCCCBr (n-amyl bromide). Solvent: CCOCC (ether), CCOCC (ether), CCOCC (ether), CCOCC (ether). Reaction conditions: temperature 10 celsius. The product is CC(C)CCC(C(=CCC)C)O (2,6-dimethyl-6-nonen-5-ol). The yield is 76.0%. As a reaction SMILES: [Mg].[CH2:2](Br)[CH2:3][CH:4]([CH3:6])[CH3:5].CCCCCBr.[CH3:14][C:15](=[CH:18][CH2:19][CH3:20])[CH:16]=[O:17].Cl>CCOCC>[CH3:5][CH:4]([CH2:3][CH2:2][CH:16]([OH:17])[C:15]([CH3:14])=[CH:18][CH2:19][CH3:20])[CH3:6]. Procedure: 69.5 g (2.9 g atoms) of magnesium are placed in 500 ml of absolute ether. Subsequently, a solution of 438 g of isoamyl bromide, which contains ca 1.5% n-amyl bromide in accordance with gas chromatography, in 1.2 l of absolute ether is added dropwise so that the exothermic reaction maintains the ether constantly at the boiling point. After completing the addition, the mixture is held at reflux temperature for a further 30 minutes. The Grignard solution is thereupon cooled to 10° C. Then, 236.5 g ... Product: ClC1=CC=C(C=C1)C1N=C(NC1)NC(=O)OC (4-(4-chlorophenyl)-4,5-dihydro-2-methoxycarbonylamino-imidazole). Reported procedure: 4-(2-bromophenyl)-4,5-dihydro-2-methoxycarbonylamino-imidazole, m.p. 203°-204° C., HCl salt m.p. 156°-159° C.; As a reaction SMILES: Br[C:2]1[CH:7]=[CH:6][CH:5]=[CH:4][C:3]=1[CH:8]1[CH2:12][NH:11][C:10]([NH:13][C:14]([O:16][CH3:17])=[O:15])=[N:9]1.[ClH:18]>>[Cl:18][C:6]1[CH:5]=[CH:4][C:3]([CH:8]2[CH2:12][NH:11][C:10]([NH:13][C:14]([O:16][CH3:17])=[O:15])=[N:9]2)=[CH:2][CH:7]=1. Starting materials: BrC1=C(C=CC=C1)C1N=C(NC1)NC(=O)OC (4-(2-bromophenyl)-4,5-dihydro-2-methoxycarbonylamino-imidazole), Cl (HCl). Starting materials: O=C1C2=C(C=CC3=C1C=CC(=C3)C(C(=O)Cl)C)C=CC=C2 (2-(5-oxo-5H-dibenzo[a,d]cyclohepten-2-yl)propionyl chloride), C(C)#N (acetonitrile), C(C=C)O (allyl alcohol). Yields the product O=C1C2=C(C=CC3=C1C=CC(=C3)C(C(=O)OCC=C)C)C=CC=C2 (allyl 2-(5-oxo-5H-dibenzo[a,d]cyclohepten-2-yl)propionate). Procedure details: 0.5 G. of 2-(5-oxo-5H-dibenzo[a,d]cyclohepten-2-yl)propionyl chloride is dissolved in 25 ml. of acetonitrile containing 0.5 ml. of allyl alcohol and 0.5 ml. of triethylamine. After 16 hours the mixture is evaporated to dryness and partitioned between ethyl acetate and water. The organic solution is washed, dried, passed through a short (10 g.) silica gel column, then evaporated to give allyl 2-(5-oxo-5H-dibenzo[a,d]cyclohepten-2-yl)propionate as an oil [nmr spectrum in deuterochloroform relative... As a reaction SMILES: [O:1]=[C:2]1[C:8]2[CH:9]=[CH:10][C:11]([CH:13]([CH3:17])[C:14](Cl)=[O:15])=[CH:12][C:7]=2[CH:6]=[CH:5][C:4]2[CH:18]=[CH:19][CH:20]=[CH:21][C:3]1=2.C(#N)C.[CH2:25]([OH:28])[CH:26]=[CH2:27]>C(N(CC)CC)C>[O:1]=[C:2]1[C:8]2[CH:9]=[CH:10][C:11]([CH:13]([CH3:17])[C:14]([O:28][CH2:25][CH:26]=[CH2:27])=[O:15])=[CH:12][C:7]=2[CH:6]=[CH:5][C:4]2[CH:18]=[CH:19][CH:20]=[CH:21][C:3]1=2. The solvent is C(C)N(CC)CC (triethylamine). The reactants are B1(N2CCC[C@H]2C(O1)(C3=CC=CC=C3)C4=CC=CC=C4)C ((S)-2-methyl-CBS-oxazaborolidine), solution, BrC1=CC=C(C(CBr)=O)C=C1 (4-bromophenacyl bromide), BrC1=CC=C(C(CBr)=O)C=C1 (4-bromophenacyl bromide), B.O1CCCC1 (borane tetrahydrofuran), Cl (hydrochloric acid). Solvent: C1(=CC=CC=C1)C (toluene), CO (methanol), ClCCl (dichloromethane). Run at temperature 0 celsius, time 50 minute. Yields the product BrC[C@@H](O)C1=CC=C(C=C1)Br (2-bromo-1-(1S)-(4-bromophenyl)ethanol). As a reaction SMILES: B1(C)OC(C2C=CC=CC=2)(C2C=CC=CC=2)[C@H]2N1CCC2.B.O1CCCC1.[Br:28][C:29]1[CH:38]=[CH:37][C:32]([C:33](=[O:36])[CH2:34][Br:35])=[CH:31][CH:30]=1.Cl>C1(C)C=CC=CC=1.ClCCl.CO>[Br:35][CH2:34][C@H:33]([C:32]1[CH:37]=[CH:38][C:29]([Br:28])=[CH:30][CH:31]=1)[OH:36] |f:1.2|. Procedure details: (S)—CBS (25 ml, (S)-2-methyl-CBS-oxazaborolidine, manufactured by Aldrich, 1.0 M solution in toluene) was cooled to 0° C., and borane-tetrahydrofuran complex (185 ml, 185 mmol, 1.0 M solution in tetrahydrofuran) was added. After the flask was cooled by ice-sodium chloride bath, a solution of 4-bromophenacyl bromide (intermediate 8, 50. 28 g, 181 mmol) in dichloromethane (300 ml) was added dropwise over one hour while maintaining the temperature at −5° C. to 0° C. After stirring the mixture at 0°... As a reaction SMILES: [CH3:15][O:16][S:17](=[O:18])(=[O:19])[c:20]1[c:21]([S:26](=[O:27])(=[O:28])[Cl:29])[cH:22][cH:23][cH:24][cH:25]1.[CH3:1][c:2]1[n:3][c:4]([NH:9][C:10](=[NH:11])[NH:12][O:13][CH3:14])[n:5][c:6]([CH3:8])[cH:7]1.[OH2:30].[cH:31]1[cH:32][cH:33][n:34][cH:35][cH:36]1>>[CH3:1][c:2]1[n:3][c:4]([NH:9][C:10]([NH:11][S:26]([c:21]2[c:20]([S:17]([O:16][CH3:15])(=[O:18])=[O:19])[cH:25][cH:24][cH:23][cH:22]2)(=[O:27])=[O:28])=[N:12][O:13][CH3:14])[n:5][c:6]([CH3:8])[cH:7]1. Yields the product CON=C(Nc1nc(C)cc(C)n1)NS(=O)(=O)c1ccccc1S(=O)(=O)OC. Starting materials: COS(=O)(=O)c1ccccc1S(=O)(=O)Cl, CONC(=N)Nc1nc(C)cc(C)n1, O, c1ccncc1. Reactants: C1CCNCC1, [Na+], O=C([O-])O, CN(C)C=O, O=C(O)c1cn2c(-c3ccccc3)ncc2c2ccccc12. The product is O=C(c1cn2c(-c3ccccc3)ncc2c2ccccc12)N1CCCCC1. As a reaction SMILES: [CH2:23]1[CH2:24][CH2:25][NH:26][CH2:27][CH2:28]1.[Na+:33].[O-:29][C:30]([OH:31])=[O:32].[O:34]=[CH:35][N:36]([CH3:37])[CH3:38].[c:1]1(-[c:7]2[n:8][cH:9][c:10]3[n:11]2[cH:12][c:13]([C:20](=[O:21])[OH:22])[c:14]2[cH:15][cH:16][cH:17][cH:18][c:19]32)[cH:2][cH:3][cH:4][cH:5][cH:6]1>>[c:1]1(-[c:7]2[n:8][cH:9][c:10]3[n:11]2[cH:12][c:13]([C:20](=[O:22])[N:26]2[CH2:25][CH2:24][CH2:23][CH2:28][CH2:27]2)[c:14]2[cH:15][cH:16][cH:17][cH:18][c:19]32)[cH:2][cH:3][cH:4][cH:5][cH:6]1.